Dataset: the Open Reaction Database (ORD), a public repository of structured organic reaction records. Task: describe an organic reaction: reactants, conditions, products, and yield Starting materials: [Br-], Oc1ccc(-c2ccc(Br)cc2)cc1, CCCC[N+](CCCC)(CCCC)CCCC, CCCCCI, [Na+], [OH-], O. Yields the product CCCCCOc1ccc(-c2ccc(Br)cc2)cc1. Reaction SMILES: [Br-:24].[Br:1][c:2]1[cH:3][cH:4][c:5](-[c:8]2[cH:9][cH:10][c:11]([OH:14])[cH:12][cH:13]2)[cH:6][cH:7]1.[CH3:25][CH2:26][CH2:27][CH2:28][N+:29]([CH2:30][CH2:31][CH2:32][CH3:33])([CH2:34][CH2:35][CH2:36][CH3:37])[CH2:38][CH2:39][CH2:40][CH3:41].[I:17][CH2:18][CH2:19][CH2:20][CH2:21][CH3:22].[Na+:16].[OH-:15].[OH2:23]>>[Br:1][c:2]1[cH:3][cH:4][c:5](-[c:8]2[cH:9][cH:10][c:11]([O:14][CH2:18][CH2:19][CH2:20][CH2:21][CH3:22])[cH:12][cH:13]2)[cH:6][cH:7]1. Starting materials: CN(C)C=O, CCN(C(C)C)C(C)C, Nc1nc2ccc(OS(=O)(=O)c3ccc(NC4CCCC4)cc3)cc2[nH]1, O=C(O)CCc1ccccc1. The product is O=C(CCc1ccccc1)Nc1nc2cc(OS(=O)(=O)c3ccc(NC4CCCC4)cc3)ccc2[nH]1. Reaction SMILES: [CH3:47][N:48]([CH3:49])[CH:50]=[O:51].[CH:12]([N:13]([CH:14]([CH3:15])[CH3:16])[CH2:17][CH3:18])([CH3:19])[CH3:20].[NH2:21][c:22]1[nH:23][c:24]2[c:25]([n:26]1)[cH:27][cH:28][c:29]([O:31][S:32](=[O:33])(=[O:34])[c:35]1[cH:36][cH:37][c:38]([NH:41][CH:42]3[CH2:43][CH2:44][CH2:45][CH2:46]3)[cH:39][cH:40]1)[cH:30]2.[c:1]1([CH2:7][CH2:8][C:9](=[O:10])[OH:11])[cH:2][cH:3][cH:4][cH:5][cH:6]1>>[c:1]1([CH2:7][CH2:8][C:9](=[O:11])[NH:21][c:22]2[n:23][c:24]3[c:25]([nH:26]2)[cH:27][cH:28][c:29]([O:31][S:32](=[O:33])(=[O:34])[c:35]2[cH:36][cH:37][c:38]([NH:41][CH:42]4[CH2:43][CH2:44][CH2:45][CH2:46]4)[cH:39][cH:40]2)[cH:30]3)[cH:2][cH:3][cH:4][cH:5][cH:6]1. The reactants are O=C1OC2(CCN(C(=O)c3c[nH]c4cc(Cl)ccc34)CC2)c2ccccc21, O=C(Cl)N1CCCCC1. Product: O=C1OC2(CCN(C(=O)c3cn(C(=O)N4CCCCC4)c4cc(Cl)ccc34)CC2)c2ccccc21. RXN SMILES: [Cl:1][c:2]1[cH:3][cH:4][c:5]2[c:6]([C:11](=[O:12])[N:13]3[CH2:14][CH2:15][C:16]4([O:17][C:18](=[O:25])[c:19]5[c:20]4[cH:21][cH:22][cH:23][cH:24]5)[CH2:26][CH2:27]3)[cH:7][nH:8][c:9]2[cH:10]1.[N:28]1([C:34](=[O:35])[Cl:36])[CH2:29][CH2:30][CH2:31][CH2:32][CH2:33]1>>[Cl:1][c:2]1[cH:3][cH:4][c:5]2[c:6]([C:11](=[O:12])[N:13]3[CH2:14][CH2:15][C:16]4([O:17][C:18](=[O:25])[c:19]5[c:20]4[cH:21][cH:22][cH:23][cH:24]5)[CH2:26][CH2:27]3)[cH:7][n:8]([C:34]([N:28]3[CH2:29][CH2:30][CH2:31][CH2:32][CH2:33]3)=[O:35])[c:9]2[cH:10]1. The reactants are CCOC(=O)CBr, COC(=O)N1CC(c2c[nH]c3cc(F)ccc23)C2C1CCN2C(=O)C(NC(=O)OC(C)(C)C)C1CCCCC1, [K+], [K+], O=C([O-])[O-], O. The product is CCOC(=O)CN1CC(c2c[nH]c3cc(F)ccc23)C2C1CCN2C(=O)C(NC(=O)OC(C)(C)C)C1CCCCC1. RXN SMILES: [Br:46][CH2:47][C:48](=[O:49])[O:50][CH2:51][CH3:52].[CH3:1][O:2][C:3](=[O:4])[N:5]1[CH:6]2[CH:7]([CH:8]([c:10]3[cH:11][nH:12][c:13]4[cH:14][c:15]([F:19])[cH:16][cH:17][c:18]34)[CH2:9]1)[N:20]([C:23]([CH:24]([CH:25]1[CH2:26][CH2:27][CH2:28][CH2:29][CH2:30]1)[NH:31][C:32](=[O:33])[O:34][C:35]([CH3:36])([CH3:37])[CH3:38])=[O:39])[CH2:21][CH2:22]2.[K+:40].[K+:41].[O-:42][C:43]([O-:44])=[O:45].[OH2:53]>>[N:5]1([CH2:47][C:48](=[O:49])[O:50][CH2:51][CH3:52])[CH:6]2[CH:7]([CH:8]([c:10]3[cH:11][nH:12][c:13]4[cH:14][c:15]([F:19])[cH:16][cH:17][c:18]34)[CH2:9]1)[N:20]([C:23]([CH:24]([CH:25]1[CH2:26][CH2:27][CH2:28][CH2:29][CH2:30]1)[NH:31][C:32](=[O:33])[O:34][C:35]([CH3:36])([CH3:37])[CH3:38])=[O:39])[CH2:21][CH2:22]2. The reactants are ClC1=C(C(=O)O)C(=CC=C1)F (2-chloro-6-fluorobenzoic acid), FC(C1=NC=C(C=N1)C1(CCOCC1)CN)(F)F ((4-(2-(trifluoromethyl)pyrimidin-5-yl)tetrahydro-2H-pyran-4-yl)methanamine). Yields the product ClC1=C(C(=O)NCC2(CCOCC2)C=2C=NC(=NC2)C(F)(F)F)C(=CC=C1)F (2-chloro-6-fluoro-N-((4-(2-(trifluoromethyl)pyrimidin-5-yl)tetrahydro-2H-pyran-4-yl)methyl)benzamide). As a reaction SMILES: [Cl:1][C:2]1[CH:10]=[CH:9][CH:8]=[C:7]([F:11])[C:3]=1[C:4]([OH:6])=O.[F:12][C:13]([F:29])([F:28])[C:14]1[N:19]=[CH:18][C:17]([C:20]2([CH2:26][NH2:27])[CH2:25][CH2:24][O:23][CH2:22][CH2:21]2)=[CH:16][N:15]=1>>[Cl:1][C:2]1[CH:10]=[CH:9][CH:8]=[C:7]([F:11])[C:3]=1[C:4]([NH:27][CH2:26][C:20]1([C:17]2[CH:18]=[N:19][C:14]([C:13]([F:29])([F:28])[F:12])=[N:15][CH:16]=2)[CH2:25][CH2:24][O:23][CH2:22][CH2:21]1)=[O:6]. Procedure details: From 2-chloro-6-fluorobenzoic acid and (4-(2-(trifluoromethyl)pyrimidin-5-yl)tetrahydro-2H-pyran-4-yl)methanamine. LCMS (MH+): m/z=418.1, tR (minutes, Method F)=2.17